From a dataset of the Open Reaction Database (ORD), a public repository of structured organic reaction records. describe an organic reaction: reactants, conditions, products, and yield Starting materials: BrCCCC1=CNC2=CC=C(C=C12)Cl (3-(3-Bromopropyl)-5-chloro-1H-indole), [N-]=[N+]=[N-].[Na+] (sodium azide). The solvent is CN(C)C=O (DMF). The product is N(=[N+]=[N-])CCCC1=CNC2=CC=C(C=C12)Cl (3-(3-Azidopropyl)-5-chloro-1H-indole). Reaction SMILES: Br[CH2:2][CH2:3][CH2:4][C:5]1[C:13]2[C:8](=[CH:9][CH:10]=[C:11]([Cl:14])[CH:12]=2)[NH:7][CH:6]=1.[N-:15]=[N+:16]=[N-:17].[Na+]>CN(C=O)C>[N:15]([CH2:2][CH2:3][CH2:4][C:5]1[C:13]2[C:8](=[CH:9][CH:10]=[C:11]([Cl:14])[CH:12]=2)[NH:7][CH:6]=1)=[N+:16]=[N-:17] |f:1.2|. Procedure: A mixture of 3-(3-Bromopropyl)-5-chloro-1H-indole (0.730 g; 2.68 mmol) and sodium azide (0.522 g; 8.03 mmol) was stirred in DMF (5 mL) for 18 hours and was then concentrated under reduced pressure. The residue was partitioned between water and dichloromethane. After separation, the organic layer was dried over magnesium sulphate and the volatiles were evaporated under reduced pressure to yield quantitatively 3-(3-Azidopropyl)-5-chloro-1H-indole as an oily residue which was used without purificat...